This data is from the Open Reaction Database (ORD), a public repository of structured organic reaction records. The task is: describe an organic reaction: reactants, conditions, products, and yield The reactants are BrB(Br)Br, ClCCl, COc1ccc2oc(=O)cc(O)c2c1. Product: O=c1cc(O)c2cc(O)ccc2o1. RXN SMILES: [B:15]([Br:16])([Br:17])[Br:18].[Cl:19][CH2:20][Cl:21].[OH:1][c:2]1[cH:3][c:4](=[O:14])[o:5][c:6]2[cH:7][cH:8][c:9]([O:12][CH3:13])[cH:10][c:11]12>>[OH:1][c:2]1[cH:3][c:4](=[O:14])[o:5][c:6]2[cH:7][cH:8][c:9]([OH:12])[cH:10][c:11]12.